This data is from the Open Reaction Database (ORD), a public repository of structured organic reaction records. The task is: describe an organic reaction: reactants, conditions, products, and yield Starting materials: C1CCOC1, NCCc1cccc(F)c1, [Na+], NC(=O)c1ccc(Oc2ccc3c(c2)CCC3=O)cc1, [OH-]. Yields the product NC(=O)c1ccc(Oc2ccc3c(c2)CCC3NCCc2cccc(F)c2)cc1. As a reaction SMILES: [CH2:33]1[O:34][CH2:35][CH2:36][CH2:37]1.[F:21][c:22]1[cH:23][c:24]([CH2:25][CH2:26][NH2:27])[cH:28][cH:29][cH:30]1.[Na+:32].[O:1]=[C:2]1[CH2:3][CH2:4][c:5]2[cH:6][c:7]([O:11][c:12]3[cH:13][cH:14][c:15]([C:16](=[O:17])[NH2:18])[cH:19][cH:20]3)[cH:8][cH:9][c:10]21.[OH-:31]>>[CH:2]1([NH:27][CH2:26][CH2:25][c:24]2[cH:23][c:22]([F:21])[cH:30][cH:29][cH:28]2)[CH2:3][CH2:4][c:5]2[cH:6][c:7]([O:11][c:12]3[cH:13][cH:14][c:15]([C:16](=[O:17])[NH2:18])[cH:19][cH:20]3)[cH:8][cH:9][c:10]21. The reactants are C(C1=CC=CC=C1)OC(N(C[C@H]([C@H](CC1=CC=CC=C1)NC(=O)OC1COCOC1)O)CC(CCC#N)(C)C)=O ((4-Cyano-2,2-dimethyl-butyl)-[(2R,3S)-3-([1,3]dioxan-5-yloxycarbonylamino)-2-hydroxy-4-phenyl-butyl]-carbamic acid benzyl ester), [H][H] (hydrogen). Reagents/catalysts: [Pd] (palladium on carbon). Run in CCOC(=O)C (EtOAc). Run at time 16 hour. Product: O1COCC(C1)OC(N[C@H]([C@@H](CNCC(CCC#N)(C)C)O)CC1=CC=CC=C1)=O ([(1S,2R)-1-Benzyl-3-(4-cyano-2,2-dimethyl-butylamino)-2-hydroxy-propyl]-carbamic acid [1,3]dioxan-5-yl ester). Reaction SMILES: C(OC(=O)[N:10]([CH2:32][C:33]([CH3:39])([CH3:38])[CH2:34][CH2:35][C:36]#[N:37])[CH2:11][C@@H:12]([OH:31])[C@@H:13]([NH:21][C:22]([O:24][CH:25]1[CH2:30][O:29][CH2:28][O:27][CH2:26]1)=[O:23])[CH2:14][C:15]1[CH:20]=[CH:19][CH:18]=[CH:17][CH:16]=1)C1C=CC=CC=1.[H][H]>CCOC(C)=O.[Pd]>[O:27]1[CH2:26][CH:25]([O:24][C:22](=[O:23])[NH:21][C@@H:13]([CH2:14][C:15]2[CH:16]=[CH:17][CH:18]=[CH:19][CH:20]=2)[C@H:12]([OH:31])[CH2:11][NH:10][CH2:32][C:33]([CH3:39])([CH3:38])[CH2:34][CH2:35][C:36]#[N:37])[CH2:30][O:29][CH2:28]1. Procedure details: A solution of (4-Cyano-2,2-dimethyl-butyl)-[(2R,3S)-3-([1,3]dioxan-5-yloxycarbonylamino)-2-hydroxy-4-phenyl-butyl]-carbamic acid benzyl ester (0.420 g, 0.76 mmol) in EtOAc at ambient temperature was treated with palladium on carbon (0.050 g) and stirred under a balloon of hydrogen. After stirring 16 h the mixture was filtered and solvent was removed in vacuo to give desired product as a colorless oil. Reactants: C1(=CC=CC=C1)C(CCCCCCCCCCCN1C(=NC=2C=NC=3C=CC=CC3C21)CCC)=O (1-phenyl-12-(2-propyl-1H-imidazo[4,5-c]quinolin-1-yl)dodecan-1-one), C1=CC(=CC(=C1)Cl)C(=O)OO (m-CPBA). The product is [O-][N+]1=CC2=C(C=3C=CC=CC13)N(C(=N2)CCC)CCCCCCCCCCCC(=O)C2=CC=CC=C2 (12-(5-oxido-2-propyl-1H-imidazo[4,5-c]quinolin-1-yl)-1-phenyldodecan-1-one). RXN SMILES: [C:1]1([C:7](=[O:35])[CH2:8][CH2:9][CH2:10][CH2:11][CH2:12][CH2:13][CH2:14][CH2:15][CH2:16][CH2:17][CH2:18][N:19]2[C:31]3[C:30]4[CH:29]=[CH:28][CH:27]=[CH:26][C:25]=4[N:24]=[CH:23][C:22]=3[N:21]=[C:20]2[CH2:32][CH2:33][CH3:34])[CH:6]=[CH:5][CH:4]=[CH:3][CH:2]=1.C1C=C(Cl)C=C(C(OO)=[O:44])C=1>>[O-:44][N+:24]1[C:25]2[CH:26]=[CH:27][CH:28]=[CH:29][C:30]=2[C:31]2[N:19]([CH2:18][CH2:17][CH2:16][CH2:15][CH2:14][CH2:13][CH2:12][CH2:11][CH2:10][CH2:9][CH2:8][C:7]([C:1]3[CH:6]=[CH:5][CH:4]=[CH:3][CH:2]=3)=[O:35])[C:20]([CH2:32][CH2:33][CH3:34])=[N:21][C:22]=2[CH:23]=1. Procedure details: The general method described in Steps 9 and 10 of Example 1 was used to aminate 1-phenyl-12-(2-propyl-1H-imidazo[4,5-c]quinolin-1-yl)dodecan-1-one (6.0 g, 12.8 mmol) by reaction with m-CPBA (8.18 g) to provide 12-(5-oxido-2-propyl-1H-imidazo[4,5-c]quinolin-1-yl)-1-phenyldodecan-1-one followed by reaction with p-toluenesulfonyl chloride (3.65 g, 19.2 mmol) and ammonium hydroxide solution (40 mL). The product was dissolved a mixture of ethanol and diethyl ether, and a solution of hydrogen chloride... Reactants: [Br-], BrCBr, CC[N+](CC)(CC)Cc1ccccc1, O=N[O-], COc1ccc2c(C3CC3)ccc(-n3c(N)nnc3SCC(=O)Nc3ccc(C(=O)O)cc3Cl)c2c1, [Na+], O=C(O)C(Cl)Cl. Yields the product COc1ccc2c(C3CC3)ccc(-n3c(Br)nnc3SCC(=O)Nc3ccc(C(=O)O)cc3Cl)c2c1. RXN SMILES: [Br-:50].[Br:47][CH2:48][Br:49].[CH2:51]([N+:52]([CH2:53][CH3:54])([CH2:55][CH3:56])[CH2:57][CH3:58])[c:59]1[cH:60][cH:61][cH:62][cH:63][cH:64]1.[N:43]([O-:44])=[O:45].[NH2:7][c:8]1[n:9](-[c:28]2[cH:29][cH:30][c:31]([CH:40]3[CH2:41][CH2:42]3)[c:32]3[cH:33][cH:34][c:35]([O:38][CH3:39])[cH:36][c:37]23)[c:10]([S:13][CH2:14][C:15](=[O:16])[NH:17][c:18]2[c:19]([Cl:27])[cH:20][c:21]([C:22](=[O:23])[OH:24])[cH:25][cH:26]2)[n:11][n:12]1.[Na+:46].[OH:1][C:2]([CH:3]([Cl:4])[Cl:5])=[O:6]>>[c:8]1([Br:47])[n:9](-[c:28]2[cH:29][cH:30][c:31]([CH:40]3[CH2:41][CH2:42]3)[c:32]3[cH:33][cH:34][c:35]([O:38][CH3:39])[cH:36][c:37]23)[c:10]([S:13][CH2:14][C:15](=[O:16])[NH:17][c:18]2[c:19]([Cl:27])[cH:20][c:21]([C:22](=[O:23])[OH:24])[cH:25][cH:26]2)[n:11][n:12]1. Reactants: divinylsiloxane, C=CC1=CC=CC=C1 (Styrene), C[SiH](OCC)C (Dimethylethoxysilane), C=CC1=CC=CC=C1 (styrene), C=CC1=CC=CC=C1 (styrene), C[SiH](OCC)C (dimethylethoxysilane), Teflon. Reagents/catalysts: [Pt] (platinum). Solvent: C1(=CC=CC=C1)C (toluene). Run at temperature 41 celsius. Product: C(CC1=CC=CC=C1)[Si](OCC)(C)C (phenethyldimethylethoxysilane). The yield is 27.0%. RXN SMILES: [CH2:1]=[CH:2][C:3]1[CH:8]=[CH:7][CH:6]=[CH:5][CH:4]=1.[CH3:9][SiH:10]([CH3:14])[O:11][CH2:12][CH3:13]>[Pt].C1(C)C=CC=CC=1>[CH2:1]([Si:10]([CH3:14])([CH3:9])[O:11][CH2:12][CH3:13])[CH2:2][C:3]1[CH:8]=[CH:7][CH:6]=[CH:5][CH:4]=1. Procedure details: Comparative Example 1. (Reaction between Styrene and Dimethylethoxysilane) A glass tube was filled with 312 mg of styrene and 312 mg of dimethylethoxysilane. The contents were combined with 1 μL of a toluene solution of a complex of divinylsiloxane and 0-valence platinum (platinum content: 0.4 Wt. %). The tube was sealed with Teflon tape and was heated for 30 minutes in an oil bath at 41° C. After cooling, the product was subjected to GC analysis. The analyses confirmed that the conversion of st... Reactants: CCOP(=O)(OCC)C(Cl)=Cc1ccc(F)cc1Cl, O=[N+]([O-])O. The product is CCOP(=O)(OCC)C(Cl)=Cc1cc([N+](=O)[O-])c(F)cc1Cl. Reaction SMILES: [Cl:1][C:2](=[CH:3][c:4]1[c:5]([Cl:11])[cH:6][c:7]([F:10])[cH:8][cH:9]1)[P:12]([O:13][CH2:14][CH3:15])([O:16][CH2:17][CH3:18])=[O:19].[OH:20][N+:21]([O-:22])=[O:23]>>[Cl:1][C:2](=[CH:3][c:4]1[c:5]([Cl:11])[cH:6][c:7]([F:10])[c:8]([N+:21](=[O:20])[O-:22])[cH:9]1)[P:12]([O:13][CH2:14][CH3:15])([O:16][CH2:17][CH3:18])=[O:19]. The reactants are C(C)(=O)OC(CCC(=O)O)C (4-acetoxypentanoic acid), C1(=CC=CC=C1)C (toluene), C(C(=O)Cl)(=O)Cl (oxalyl chloride). Solvent: CN(C=O)C (Dimethyl formamide). Conditions: temperature 50 celsius, time 1 hour. The product is C(C)(=O)OC(CCC(=O)Cl)C (4-acetoxypentanoic acid chloride). The yield is 81.5%. RXN SMILES: [C:1]([O:4][CH:5]([CH3:11])[CH2:6][CH2:7][C:8](O)=[O:9])(=[O:3])[CH3:2].C1(C)C=CC=CC=1.C(Cl)(=O)C([Cl:22])=O>CN(C)C=O>[C:1]([O:4][CH:5]([CH3:11])[CH2:6][CH2:7][C:8]([Cl:22])=[O:9])(=[O:3])[CH3:2]. Procedure details: 46.5 g (0.29 mol) of 4-acetoxypentanoic acid are dissolved at room temperature in 230 ml of abs. toluene, and then 0.2 ml of abs. Dimethyl formamide is added. Then 32.6 ml (0.38 mol) of oxalyl chloride are added dropwise such that the evolution of gas remains under control. When the dropwise addition is complete, the reaction mixture is heated to 50° C. and stirred for 1 hour at this temperature. The orange-red reaction solution is concentrated by evaporation. Distillation of the residue gives 4... Reaction SMILES: [C:1]([C:4]1[CH:9]=[CH:8][C:7]([CH2:10][CH2:11][C:12]2[O:13][C:14]3[CH:20]=[CH:19][C:18]([N:21]([S:28]([C:31]4[CH:32]=[CH:33][CH:34]=[C:35]5[C:40]=4[N:39]=[CH:38][CH:37]=[CH:36]5)(=[O:30])=[O:29])[CH2:22][C:23]([O:25]CC)=[O:24])=[CH:17][C:15]=3[N:16]=2)=[CH:6][CH:5]=1)(=[NH:3])[NH2:2].[OH-].[Na+]>>[C:1]([C:4]1[CH:9]=[CH:8][C:7]([CH2:10][CH2:11][C:12]2[O:13][C:14]3[CH:20]=[CH:19][C:18]([N:21]([S:28]([C:31]4[CH:32]=[CH:33][CH:34]=[C:35]5[C:40]=4[N:39]=[CH:38][CH:37]=[CH:36]5)(=[O:29])=[O:30])[CH2:22][C:23]([OH:25])=[O:24])=[CH:17][C:15]=3[N:16]=2)=[CH:6][CH:5]=1)(=[NH:2])[NH2:3] |f:1.2|. The product is C(N)(=N)C1=CC=C(C=C1)CCC=1OC2=C(N1)C=C(C=C2)N(CC(=O)O)S(=O)(=O)C=2C=CC=C1C=CC=NC21 (2-[2-(4-Amidinophenyl)-ethyl]-5-[N-(hydroxycarbonylmethyl)-quinoline-8-sulphonylamino]-benzoxazole). Procedure: Prepared analogously to Example 3 from 2-[2-(4-amidinophenyl)-ethyl]-5-[N-(ethoxycarbonylmethyl)-quinoline-8-sulphonylamino]-benzoxazole and sodium hydroxide solution. Reactants: C(N)(=N)C1=CC=C(C=C1)CCC=1OC2=C(N1)C=C(C=C2)N(CC(=O)OCC)S(=O)(=O)C=2C=CC=C1C=CC=NC21 (2-[2-(4-amidinophenyl)-ethyl]-5-[N-(ethoxycarbonylmethyl)-quinoline-8-sulphonylamino]-benzoxazole), [OH-].[Na+] (sodium hydroxide).